From a dataset of the Open Reaction Database (ORD), a public repository of structured organic reaction records. describe an organic reaction: reactants, conditions, products, and yield The reactants are ClC=1C=C(C=CC1Cl)C(CC=O)C1N(C(C2=C(C=CC=C12)O)=O)C (3-(3,4-Dichlorophenyl)-3-(4-hydroxy-2-methyl-3-oxo-2,3-dihydro-1H-isoindol-1-yl)propionaldehyde), O=C1N(CCCN1)C1CCNCC1 (4-(2-oxoperhydropyrimidine-1-yl)piperidine). Yields the product Cl.ClC=1C=C(C=CC1Cl)C(CCN1CCC(CC1)N1C(NCCC1)=O)C1N(C(C2=C(C=CC=C12)O)=O)C (3-[1-(3,4-Dichlorophenyl)-3-(4-(2-oxoperhydropyrimidine-1-yl)piperidino)propyl]-7-hydroxy-2-methyl-2,3-dihydroisoindol-1-one hydrochloride). Yield: 156.4%. RXN SMILES: [Cl:1][C:2]1[CH:3]=[C:4]([CH:9]([CH:13]2[C:21]3[C:16](=[C:17]([OH:22])[CH:18]=[CH:19][CH:20]=3)[C:15](=[O:23])[N:14]2[CH3:24])[CH2:10][CH:11]=O)[CH:5]=[CH:6][C:7]=1[Cl:8].[O:25]=[C:26]1[NH:31][CH2:30][CH2:29][CH2:28][N:27]1[CH:32]1[CH2:37][CH2:36][NH:35][CH2:34][CH2:33]1>>[ClH:1].[Cl:1][C:2]1[CH:3]=[C:4]([CH:9]([CH:13]2[C:21]3[C:16](=[C:17]([OH:22])[CH:18]=[CH:19][CH:20]=3)[C:15](=[O:23])[N:14]2[CH3:24])[CH2:10][CH2:11][N:35]2[CH2:36][CH2:37][CH:32]([N:27]3[CH2:28][CH2:29][CH2:30][NH:31][C:26]3=[O:25])[CH2:33][CH2:34]2)[CH:5]=[CH:6][C:7]=1[Cl:8] |f:2.3|. Procedure: 3-(3,4-Dichlorophenyl)-3-(4-hydroxy-2-methyl-3-oxo-2,3-dihydro-1H-isoindol-1-yl)propionaldehyde (0.31 g) was coupled to 4-(2-oxoperhydropyrimidine-1-yl)piperidine (0.156 g) by a method similar to that described in Example 8. The reaction product was purified by chromatography and converted to the corresponding hydrochloride salt as described in the Example 8 to afford the title compound (0.378 g); mp 225°-240° C.; MS: m/z=531(M+1); NMR(CD3SOCD3): 1.60 (m,2), 1.65 (m,2), 2.98 (s,3), 4.37 (broad,1... Yields the product CCCCc1ccc(C(=O)N2CCC(n3c(=O)[nH]c4cc(F)ccc43)CC2)cc1. Starting materials: CCCCc1ccc(C(=O)Cl)cc1, ClCCl, O=c1[nH]c2cc(F)ccc2n1C1CCNCC1, c1ccncc1. Reaction SMILES: [CH2:24]([CH2:25][CH2:26][CH3:27])[c:28]1[cH:29][cH:30][c:31]([C:32](=[O:33])[Cl:34])[cH:35][cH:36]1.[CH2:37]([Cl:38])[Cl:39].[F:1][c:2]1[cH:3][c:4]2[c:5]([n:6]([CH:10]3[CH2:11][CH2:12][NH:13][CH2:14][CH2:15]3)[c:7](=[O:9])[nH:8]2)[cH:16][cH:17]1.[cH:18]1[cH:19][cH:20][n:21][cH:22][cH:23]1>>[F:1][c:2]1[cH:3][c:4]2[c:5]([n:6]([CH:10]3[CH2:11][CH2:12][N:13]([C:32]([c:31]4[cH:30][cH:29][c:28]([CH2:24][CH2:25][CH2:26][CH3:27])[cH:36][cH:35]4)=[O:33])[CH2:14][CH2:15]3)[c:7](=[O:9])[nH:8]2)[cH:16][cH:17]1. Reactants: Cc1ccc(S(=O)(=O)OCC(F)(F)F)cc1, [H-], [Na+], CN(C)C=O, O=Cc1cn[nH]c1. The product is O=Cc1cnn(CC(F)(F)F)c1. As a reaction SMILES: [F:10][C:11]([CH2:12][O:13][S:14]([c:15]1[cH:16][cH:17][c:18]([CH3:19])[cH:20][cH:21]1)(=[O:22])=[O:23])([F:24])[F:25].[H-:8].[Na+:9].[O:26]=[CH:27][N:28]([CH3:29])[CH3:30].[nH:1]1[n:2][cH:3][c:4]([CH:6]=[O:7])[cH:5]1>>[n:1]1([CH2:12][C:11]([F:10])([F:24])[F:25])[n:2][cH:3][c:4]([CH:6]=[O:7])[cH:5]1.